This data is from the Open Reaction Database (ORD), a public repository of structured organic reaction records. The task is: describe an organic reaction: reactants, conditions, products, and yield Starting materials: CC(C)OC(=O)/N=N/C(=O)OC(C)C (Diisopropylazodicarboxylate), OC[C@H]1CN(C(O1)=O)C1=CC(=C(C=C1)C=1CCOCC1)F (5(R)-hydroxymethyl-3-(4-[3,6-dihydro-(2H)-pyran-4-yl]-3-fluorophenyl)oxazolidin-2-one), OC1=NSN=C1 (3-hydroxy1,2,5-thiadiazole), C1(=CC=CC=C1)P(C1=CC=CC=C1)C1=CC=CC=C1 (triphenylphosphine). Solvent: C1CCOC1 (THF). Run at time 1.5 hour. The product is S1N=C(C=N1)OC[C@H]1CN(C(O1)=O)C1=CC(=C(C=C1)C=1CCOCC1)F (5(R)-1,2,5-Thiadiazol-3-yloxymethyl-3-(4-[3,6-dihydro-(2H)-pyran4-yl]-3-fluorophenyl)oxazolidin-2-one). Yield: 72.9%. RXN SMILES: CC(OC(/N=N/C(OC(C)C)=O)=O)C.[OH:15][CH2:16][C@@H:17]1[O:21][C:20](=[O:22])[N:19]([C:23]2[CH:28]=[CH:27][C:26]([C:29]3[CH2:30][CH2:31][O:32][CH2:33][CH:34]=3)=[C:25]([F:35])[CH:24]=2)[CH2:18]1.O[C:37]1[CH:41]=[N:40][S:39][N:38]=1.C1(P(C2C=CC=CC=2)C2C=CC=CC=2)C=CC=CC=1>C1COCC1>[S:39]1[N:40]=[CH:41][C:37]([O:15][CH2:16][C@@H:17]2[O:21][C:20](=[O:22])[N:19]([C:23]3[CH:28]=[CH:27][C:26]([C:29]4[CH2:30][CH2:31][O:32][CH2:33][CH:34]=4)=[C:25]([F:35])[CH:24]=3)[CH2:18]2)=[N:38]1. Procedure: Diisopropylazodicarboxylate (0.22 g, 1.1 mmol) was added dropwise at ambient temperature to a stirred solution of 5(R)-hydroxymethyl-3-(4-[3,6-dihydro-(2H)-pyran-4-yl]-3-fluorophenyl)oxazolidin-2-one (WO97/09328; 0.275 g, 0.93 mmol), 3-hydroxy1,2,5-thiadiazole (Weinstock et al. Journal of Organic Chemistry 32, 2823 [1967]; 0.1 12 g, 1.1 mmol) and triphenylphosphine (0.288 g, 1.1 mmol) in dry THF (7 ml). The solution was kept for 1.5 hours. Solvent was evaporated and the residue was purified by f... RXN SMILES: [Br:1][C:2]1[CH:3]=[C:4]2[C:9](=[CH:10][CH:11]=1)[N:8]=[CH:7][C:6]([C:12](=[O:14])[CH3:13])=[C:5]2Cl.[N:16]1([CH2:21][CH2:22][C:23]2[CH:24]=[C:25]([CH:27]=[CH:28][CH:29]=2)[NH2:26])[CH2:20][CH2:19][CH2:18][CH2:17]1>>[Br:1][C:2]1[CH:3]=[C:4]2[C:9](=[CH:10][CH:11]=1)[N:8]=[CH:7][C:6]([C:12](=[O:14])[CH3:13])=[C:5]2[NH:26][C:25]1[CH:27]=[CH:28][CH:29]=[C:23]([CH2:22][CH2:21][N:16]2[CH2:17][CH2:18][CH2:19][CH2:20]2)[CH:24]=1. The reactants are BrC=1C=C2C(=C(C=NC2=CC1)C(C)=O)Cl (1-(6-bromo-4-chloroquinolin-3-yl)ethanone), N1(CCCC1)CCC=1C=C(N)C=CC1 (3-[2-(pyrrolidin-1-yl)ethyl]aniline). Yields the product BrC=1C=C2C(=C(C=NC2=CC1)C(C)=O)NC1=CC(=CC=C1)CCN1CCCC1 (1-{6-bromo-4-[3-(2-(pyrrolidin-1-yl)ethyl)phenylamino]quinolin-3-yl}ethanone). Procedure details: Following general procedure C, 1-(6-bromo-4-chloroquinolin-3-yl)ethanone (180 mg, 0.635 mmol) was reacted with 3-[2-(pyrrolidin-1-yl)ethyl]aniline (120 mg, 0.635 mmol) to afford the desired product (198 mg, 71%) as a yellow solid: ESI MS m/z 438 [C23H24BrN3O+H]+. Yield: 71.1%. Product: ClCC1=CC=CC=2CCCCC12 (1-Chloromethyl-5,6,7,8-tetrahydronaphthalene). Starting materials: C1(=CC=CC=2CCCCC12)CO ((5,6,7,8-tetrahydro-1-naphthyl)methanol), N1=CC=CC=C1 (pyridine), S(=O)(Cl)Cl (thionyl chloride). The yield is 56.0%. Reaction SMILES: [C:1]1([CH2:11]O)[C:10]2[CH2:9][CH2:8][CH2:7][CH2:6][C:5]=2[CH:4]=[CH:3][CH:2]=1.N1C=CC=CC=1.S(Cl)([Cl:21])=O>C(Cl)(Cl)Cl>[Cl:21][CH2:11][C:1]1[C:10]2[CH2:9][CH2:8][CH2:7][CH2:6][C:5]=2[CH:4]=[CH:3][CH:2]=1. Procedure details: 61 g (0.376 mol) of (5,6,7,8-tetrahydro-1-naphthyl)methanol with a purity of 78 % are dissolved in 450 ml of chloroform, in the presence of 35 g (0.38 mol) of pyridine. 90 ml of thionyl chloride in solution in 30 ml of chloroform are introduced dropwise and between 30 and 40°C into the solution which is obtained and this is heated under reflux for 6 hours. After partial evaporation of the chloroform and the thionyl chloride excess, washing is carried out with water and with a sodium bicarbonate ... Run in C(Cl)(Cl)Cl (chloroform), C(Cl)(Cl)Cl (chloroform). The reactants are COC(=O)CC(NCc1ccccc1)=C(C(C)=O)C(=O)OC, CI, CCOC(C)=O, [H-], [Na+], C1CCOC1, O. Product: COC(=O)C(C(C)=O)=C(NCc1ccccc1)C(C)C(=O)OC. RXN SMILES: [C:3]([CH3:4])(=[O:5])[C:6]([C:7](=[O:8])[O:9][CH3:10])=[C:11]([CH2:12][C:13](=[O:14])[O:15][CH3:16])[NH:17][CH2:18][c:19]1[cH:20][cH:21][cH:22][cH:23][cH:24]1.[CH3:25][I:26].[CH3:33][CH2:34][O:35][C:36](=[O:37])[CH3:38].[H-:1].[Na+:2].[O:28]1[CH2:29][CH2:30][CH2:31][CH2:32]1.[OH2:27]>>[C:3]([CH3:4])(=[O:5])[C:6]([C:7](=[O:8])[O:9][CH3:10])=[C:11]([CH:12]([C:13](=[O:14])[O:15][CH3:16])[CH3:25])[NH:17][CH2:18][c:19]1[cH:20][cH:21][cH:22][cH:23][cH:24]1. The reactants are CCCCNC(=O)N(C)c1cccc(-c2ccc(C=C(OC)C(=O)OC)cc2)c1, CC(=O)O, [Na+], C1CCOC1, [OH-]. Yields the product CCCCNC(=O)N(C)c1cccc(-c2ccc(C=C(OC)C(=O)O)cc2)c1. RXN SMILES: [CH2:3]([CH2:4][CH2:5][CH3:6])[NH:7][C:8]([N:9]([CH3:10])[c:11]1[cH:12][c:13](-[c:17]2[cH:18][cH:19][c:20]([CH:23]=[C:24]([C:25](=[O:26])[O:27][CH3:28])[O:29][CH3:30])[cH:21][cH:22]2)[cH:14][cH:15][cH:16]1)=[O:31].[CH3:32][C:33](=[O:34])[OH:35].[Na+:2].[O:36]1[CH2:37][CH2:38][CH2:39][CH2:40]1.[OH-:1]>>[CH2:3]([CH2:4][CH2:5][CH3:6])[NH:7][C:8]([N:9]([CH3:10])[c:11]1[cH:12][c:13](-[c:17]2[cH:18][cH:19][c:20]([CH:23]=[C:24]([C:25](=[O:26])[OH:27])[O:29][CH3:30])[cH:21][cH:22]2)[cH:14][cH:15][cH:16]1)=[O:31]. The reactants are BrC1=CC=2C(=NC=C(N2)CCC2=CC(=CC(=C2)OC)OC)N1 (6-bromo-2-[2-(3,5-dimethoxyphenyl)ethyl]-5H-pyrrolo[2,3-b]pyrazine), CC1(OB(OC1(C)C)C1=CC=C(C=C1)N1CCC(CC1)O)C (1-(4-(4,4,5,5-tetramethyl-1,3,2-dioxaborolan-2-yl)phenyl)piperidin-4-ol). Product: COC=1C=C(CCC=2N=C3C(=NC2)NC(=C3)C3=CC=C(C=C3)N3CCC(CC3)O)C=C(C1)OC (1-(4-(2-(3,5-Dimethoxyphenethyl)-5H-pyrrolo[2,3-b]pyrazin-6-yl)phenyl)piperidin-4-ol). As a reaction SMILES: Br[C:2]1[NH:22][C:5]2=[N:6][CH:7]=[C:8]([CH2:10][CH2:11][C:12]3[CH:17]=[C:16]([O:18][CH3:19])[CH:15]=[C:14]([O:20][CH3:21])[CH:13]=3)[N:9]=[C:4]2[CH:3]=1.CC1(C)C(C)(C)OB([C:31]2[CH:36]=[CH:35][C:34]([N:37]3[CH2:42][CH2:41][CH:40]([OH:43])[CH2:39][CH2:38]3)=[CH:33][CH:32]=2)O1>>[CH3:21][O:20][C:14]1[CH:13]=[C:12]([CH:17]=[C:16]([O:18][CH3:19])[CH:15]=1)[CH2:11][CH2:10][C:8]1[N:9]=[C:4]2[CH:3]=[C:2]([C:31]3[CH:36]=[CH:35][C:34]([N:37]4[CH2:42][CH2:41][CH:40]([OH:43])[CH2:39][CH2:38]4)=[CH:33][CH:32]=3)[NH:22][C:5]2=[N:6][CH:7]=1. Procedure details: The compound was prepared by using procedure analogous to those described for the synthesis of Example 53, Step 2 starting from 6-bromo-2-[2-(3,5-dimethoxyphenyl)ethyl]-5H-pyrrolo[2,3-b]pyrazine and 1-(4-(4,4,5,5-tetramethyl-1,3,2-dioxaborolan-2-yl)phenyl)piperidin-4-ol. LCMS calculated for C27H31N4O3(M+H)+: m/z=459.2. Found 459.3. Reaction SMILES: [CH2:1]([O:3][C:4]([C:6]1[CH:11]=[CH:10][C:9]([C:12]2[CH:17]=[CH:16][CH:15]=[CH:14][C:13]=2[CH2:18][N:19]2[C:27]3[C:22](=[CH:23][C:24]([C:28](O)=[O:29])=[CH:25][CH:26]=3)[C:21]([CH3:31])=[C:20]2[CH3:32])=[CH:8][CH:7]=1)=[O:5])[CH3:2].[C:33]1([CH:39]([NH2:42])[CH2:40][CH3:41])[CH:38]=[CH:37][CH:36]=[CH:35][CH:34]=1>>[CH3:32][C:20]1[N:19]([CH2:18][C:13]2[CH:14]=[CH:15][CH:16]=[CH:17][C:12]=2[C:9]2[CH:8]=[CH:7][C:6]([C:4]([O:3][CH2:1][CH3:2])=[O:5])=[CH:11][CH:10]=2)[C:27]2[C:22]([C:21]=1[CH3:31])=[CH:23][C:24]([C:28](=[O:29])[NH:42][CH:39]([C:33]1[CH:38]=[CH:37][CH:36]=[CH:35][CH:34]=1)[CH2:40][CH3:41])=[CH:25][CH:26]=2. Reported procedure: The title compound was prepared following the same protocol as described in Step 8, Example 1, using the 1-((4′-(ethoxycarbonyl)-[1,1′-biphenyl]-2-yl)methyl)-2,3-dimethyl-1H-indole-5-carboxylic acid instead of the 1-((2′-(tert-Butoxycarbonyl)biphenyl-4-yl)methyl)-2,3-dimethyl-1H-indole-5-carboxylic acid and the 1-phenylpropan-1-amine instead of the (S)-1-(4-bromophenyl)ethanamine. Product: CC=1N(C2=CC=C(C=C2C1C)C(NC(CC)C1=CC=CC=C1)=O)CC1=C(C=CC=C1)C1=CC=C(C=C1)C(=O)OCC (Ethyl 2′-((2,3-dimethyl-5-((1-phenylpropyl)carbamoyl)-1H-indol-1-yl)methyl)-[1,1′-biphenyl]-4-carboxylate). The reactants are C(C)OC(=O)C1=CC=C(C=C1)C1=C(C=CC=C1)CN1C(=C(C2=CC(=CC=C12)C(=O)O)C)C (1-((4′-(ethoxycarbonyl)-[1,1′-biphenyl]-2-yl)methyl)-2,3-dimethyl-1H-indole-5-carboxylic acid), C1(=CC=CC=C1)C(CC)N (1-phenylpropan-1-amine). The reactants are CN1CCCC1=O, C=Cc1ccc(NC(C)=O)nc1, CN1CCc2[nH]c3ccc(Cl)cc3c2C1, [K+], [OH-]. Product: CC(=O)Nc1ccc(CCn2c3c(c4cc(Cl)ccc42)CN(C)CC3)cn1. Reaction SMILES: [CH3:30][N:31]1[CH2:32][CH2:33][CH2:34][C:35]1=[O:36].[CH:16](=[CH2:17])[c:18]1[cH:19][cH:20][c:21]([NH:24][C:25]([CH3:26])=[O:27])[n:22][cH:23]1.[Cl:1][c:2]1[cH:3][c:4]2[c:5]3[c:6]([nH:7][c:8]2[cH:9][cH:10]1)[CH2:11][CH2:12][N:13]([CH3:15])[CH2:14]3.[K+:29].[OH-:28]>>[Cl:1][c:2]1[cH:3][c:4]2[c:5]3[c:6]([n:7]([CH2:17][CH2:16][c:18]4[cH:19][cH:20][c:21]([NH:24][C:25]([CH3:26])=[O:27])[n:22][cH:23]4)[c:8]2[cH:9][cH:10]1)[CH2:11][CH2:12][N:13]([CH3:15])[CH2:14]3. The reactants are FC(C1=NN(C=C1C(=O)Cl)C)F (3-difluoromethyl-1-methyl-1H-pyrazole-4-carbonyl chloride), C1(C(C1)C1=C(C=CC=C1)N)C1CC1 (2-bicyclopropyl-2-ylphenylamine). The solvent is C1(=CC=CC=C1)C (toluene), C1(=CC=CC=C1)C (toluene). Run at temperature 85 celsius, time 45 minute. Product: C1(C(C1)C1=C(C=CC=C1)NC(=O)C=1C(=NN(C1)C)C(F)F)C1CC1 (N-(2-bicyclopropyl-2-ylphenyl)-3-difluoromethyl-1-methyl-1H-pyrazole-4-carboxamide). RXN SMILES: [F:1][CH:2]([F:12])[C:3]1[C:7]([C:8](Cl)=[O:9])=[CH:6][N:5]([CH3:11])[N:4]=1.[CH:13]1([CH:23]2[CH2:25][CH2:24]2)[CH2:15][CH:14]1[C:16]1[CH:21]=[CH:20][CH:19]=[CH:18][C:17]=1[NH2:22]>C1(C)C=CC=CC=1>[CH:13]1([CH:23]2[CH2:25][CH2:24]2)[CH2:15][CH:14]1[C:16]1[CH:21]=[CH:20][CH:19]=[CH:18][C:17]=1[NH:22][C:8]([C:7]1[C:3]([CH:2]([F:12])[F:1])=[N:4][N:5]([CH3:11])[CH:6]=1)=[O:9]. Reported procedure: 16.7 g (0.086 mol, 98% pure) of 3-difluoromethyl-1-methyl-1H-pyrazole-4-carbonyl chloride were dissolved at 25° C. in 48.0 g of toluene. The solution was evacuated to 400 mbar and heated to 85° C. Subsequently, within 45 min, 15.0 g (0.087 mol) of 2-bicyclopropyl-2-ylphenylamine, dissolved in 51.6 g of toluene, were metered in and the reaction mixture was stirred for another 1 h. After venting and cooling to 25° C., the mixture was stirred overnight. Subsequently, the mixture was concentrated un... Reactants: C1(=CC=CC=C1)SCN1S(=O)(=O)C2=C(C=CC(=C2C1=O)OCC)OCC(=O)OC(C)(C)C (2-phenylthiomethyl-4-ethoxy-7-(t-butoxycarbonylmethoxy)saccharin), S(=O)(=O)(Cl)Cl (sulfuryl chloride). The solvent is ClCCl (dichloromethane). Product: ClCN1S(=O)(=O)C2=C(C=CC(=C2C1=O)OCC)OCC(=O)OC(C)(C)C (2-chloromethyl-4-ethoxy-7-(t-butoxycarbonylmethoxy)saccharin). Isolated yield 95.0%. RXN SMILES: C1(S[CH2:8][N:9]2[C:19](=[O:20])[C:18]3[C:13](=[C:14]([O:24][CH2:25][C:26]([O:28][C:29]([CH3:32])([CH3:31])[CH3:30])=[O:27])[CH:15]=[CH:16][C:17]=3[O:21][CH2:22][CH3:23])[S:10]2(=[O:12])=[O:11])C=CC=CC=1.S(Cl)([Cl:36])(=O)=O>ClCCl>[Cl:36][CH2:8][N:9]1[C:19](=[O:20])[C:18]2[C:13](=[C:14]([O:24][CH2:25][C:26]([O:28][C:29]([CH3:32])([CH3:31])[CH3:30])=[O:27])[CH:15]=[CH:16][C:17]=2[O:21][CH2:22][CH3:23])[S:10]1(=[O:12])=[O:11]. Procedure: By the method of part E of Example 45 2-phenylthiomethyl-4-ethoxy-7-(t-butoxycarbonylmethoxy)saccharin (1.92 g) was reacted with sulfuryl chloride (0.54 g) in dichloromethane at about 5° C. and purified with hexane affording 2-chloromethyl-4-ethoxy-7-(t-butoxycarbonylmethoxy)saccharin, 1.54 g, 95% yield, mp 117°-119° C.